This data is from the Open Reaction Database (ORD), a public repository of structured organic reaction records. The task is: describe an organic reaction: reactants, conditions, products, and yield Reactants: Cc1cccc(C(=O)O)c1OC1CCOC1=O, O, O=[N+]([O-])O. Yields the product Cc1cc([N+](=O)[O-])cc(C(=O)O)c1OC1CCOC1=O. RXN SMILES: [C:1](=[O:2])([OH:3])[c:4]1[c:5]([O:11][CH:12]2[C:13](=[O:14])[O:15][CH2:16][CH2:17]2)[c:6]([CH3:10])[cH:7][cH:8][cH:9]1.[OH2:22].[OH:18][N+:19]([O-:20])=[O:21]>>[C:1](=[O:2])([OH:3])[c:4]1[c:5]([O:11][CH:12]2[C:13](=[O:14])[O:15][CH2:16][CH2:17]2)[c:6]([CH3:10])[cH:7][c:8]([N+:19](=[O:18])[O-:20])[cH:9]1. Reactants: C1CCNC1, CSc1nccc2c(-c3ccnc(NC4CCCC4)n3)c(-c3ccc(F)cc3)nn12, ClCCl, O=C(OO)c1cccc(Cl)c1. The product is Fc1ccc(-c2nn3c(N4CCCC4)nccc3c2-c2ccnc(NC3CCCC3)n2)cc1. Reaction SMILES: [CH2:42]1[CH2:43][CH2:44][NH:45][CH2:46]1.[CH:1]1([NH:6][c:7]2[n:8][cH:9][cH:10][c:11](-[c:13]3[c:14](-[c:24]4[cH:25][cH:26][c:27]([F:30])[cH:28][cH:29]4)[n:15][n:16]4[c:17]([S:22][CH3:23])[n:18][cH:19][cH:20][c:21]34)[n:12]2)[CH2:2][CH2:3][CH2:4][CH2:5]1.[Cl:47][CH2:48][Cl:49].[OH:31][O:32][C:33]([c:34]1[cH:35][c:36]([Cl:37])[cH:38][cH:39][cH:40]1)=[O:41]>>[CH:1]1([NH:6][c:7]2[n:8][cH:9][cH:10][c:11](-[c:13]3[c:14](-[c:24]4[cH:25][cH:26][c:27]([F:30])[cH:28][cH:29]4)[n:15][n:16]4[c:17]([N:45]5[CH2:44][CH2:43][CH2:42][CH2:46]5)[n:18][cH:19][cH:20][c:21]34)[n:12]2)[CH2:2][CH2:3][CH2:4][CH2:5]1. Reactants: O=C(n1ccnc1)n1ccnc1, C1CCC2=NCCCN2CC1, C1CCOC1, NS(=O)(=O)C1CC1, O, CN1CCCCC=CC2CC2(C(=O)O)NC(=O)C2CC(n3nnc(-c4ccccc4)n3)CN2C1=O. Yields the product CN1CCCCC=CC2CC2(C(=O)NS(=O)(=O)C2CC2)NC(=O)C2CC(n3nnc(-c4ccccc4)n3)CN2C1=O. Reaction SMILES: [C:36]([n:37]1[cH:38][cH:39][n:40][cH:41]1)([n:42]1[cH:43][cH:44][n:45][cH:46]1)=[O:47].[CH2:55]1[CH2:56][CH2:57][C:58]2=[N:63][CH2:62][CH2:61][CH2:60][N:59]2[CH2:64][CH2:65]1.[CH2:66]1[O:67][CH2:68][CH2:69][CH2:70]1.[CH:48]1([S:51](=[O:52])(=[O:53])[NH2:54])[CH2:49][CH2:50]1.[OH2:71].[c:1]1(-[c:7]2[n:8][n:9][n:10]([CH:12]3[CH2:13][N:14]4[C:15](=[O:35])[N:16]([CH3:34])[CH2:17][CH2:18][CH2:19][CH2:20][CH:21]=[CH:22][CH:23]5[CH2:24][C:25]5([C:31](=[O:32])[OH:33])[NH:26][C:27](=[O:30])[CH:28]4[CH2:29]3)[n:11]2)[cH:2][cH:3][cH:4][cH:5][cH:6]1>>[c:1]1(-[c:7]2[n:8][n:9][n:10]([CH:12]3[CH2:13][N:14]4[C:15](=[O:35])[N:16]([CH3:34])[CH2:17][CH2:18][CH2:19][CH2:20][CH:21]=[CH:22][CH:23]5[CH2:24][C:25]5([C:31](=[O:32])[NH:54][S:51]([CH:48]5[CH2:49][CH2:50]5)(=[O:52])=[O:53])[NH:26][C:27](=[O:30])[CH:28]4[CH2:29]3)[n:11]2)[cH:2][cH:3][cH:4][cH:5][cH:6]1.